Task: describe an organic reaction: reactants, conditions, products, and yield. Dataset: the Open Reaction Database (ORD), a public repository of structured organic reaction records The reactants are CC(=O)O, [Fe], CC1(C)C(=O)NCCN1CC1CN(S(=O)(=O)c2ccc([N+](=O)[O-])s2)CCN1c1ncc(C(O)(C(F)(F)F)C(F)(F)F)cn1, [Na+], O=C([O-])O. Yields the product CC1(C)C(=O)NCCN1CC1CN(S(=O)(=O)c2ccc(N)s2)CCN1c1ncc(C(O)(C(F)(F)F)C(F)(F)F)cn1. As a reaction SMILES: [C:50]([OH:51])(=[O:52])[CH3:53].[Fe:49].[N+:1]([O-:2])(=[O:3])[c:4]1[cH:5][cH:6][c:7]([S:9](=[O:10])(=[O:11])[N:12]2[CH2:13][CH:14]([CH2:34][N:35]3[C:36]([CH3:42])([CH3:43])[C:37](=[O:41])[NH:38][CH2:39][CH2:40]3)[N:15]([c:18]3[n:19][cH:20][c:21]([C:24]([C:25]([F:26])([F:27])[F:28])([C:29]([F:30])([F:31])[F:32])[OH:33])[cH:22][n:23]3)[CH2:16][CH2:17]2)[s:8]1.[Na+:48].[O-:44][C:45]([OH:46])=[O:47]>>[NH2:1][c:4]1[cH:5][cH:6][c:7]([S:9](=[O:10])(=[O:11])[N:12]2[CH2:13][CH:14]([CH2:34][N:35]3[C:36]([CH3:42])([CH3:43])[C:37](=[O:41])[NH:38][CH2:39][CH2:40]3)[N:15]([c:18]3[n:19][cH:20][c:21]([C:24]([C:25]([F:26])([F:27])[F:28])([C:29]([F:30])([F:31])[F:32])[OH:33])[cH:22][n:23]3)[CH2:16][CH2:17]2)[s:8]1. Reactants: COC(=O)C(C)O, C1COCCN1, CCOC(C)=O. The product is CC(O)C(=O)N1CCOCC1. RXN SMILES: [C:1]([CH:2]([OH:3])[CH3:4])([O:6][CH3:5])=[O:7].[CH2:8]1[CH2:9][O:10][CH2:11][CH2:12][NH:13]1.[CH3:14][CH2:15][O:16][C:17](=[O:18])[CH3:19]>>[C:1]([CH:2]([OH:3])[CH3:4])(=[O:6])[N:13]1[CH2:8][CH2:9][O:10][CH2:11][CH2:12]1. Reactants: [I-].[NH+]1=CC=CC=C1 (pyridinium iodide), C(=O)NC1=C(CCC2=NC=CC=C2)C=CC=C1 (2-(o-formamidophenethyl)pyridine), C(=O)NC1=C(CCC2=NC=CC=C2)C=C(C=C1)OC (2-(2-formamido-5-methoxyphenethyl)pyridine), CI (methyl iodide). Yields the product [I-].C(=O)NC1=C(CCC2=[N+](C=CC=C2)C)C=C(C=C1)OC (2-(2-formamido-5-methoxyphenethyl)-1-methylpyridinium iodide). Yield: 95.0%. RXN SMILES: [I-:1].[NH+]1C=CC=C[CH:3]=1.[CH:8]([NH:10][C:11]1[CH:24]=[CH:23][C:22]([O:25][CH3:26])=[CH:21][C:12]=1[CH2:13][CH2:14][C:15]1[CH:20]=[CH:19][CH:18]=[CH:17][N:16]=1)=[O:9].CI.C(NC1C=CC=CC=1CCC1C=CC=CN=1)=O>>[I-:1].[CH:8]([NH:10][C:11]1[CH:24]=[CH:23][C:22]([O:25][CH3:26])=[CH:21][C:12]=1[CH2:13][CH2:14][C:15]1[CH:20]=[CH:19][CH:18]=[CH:17][N+:16]=1[CH3:3])=[O:9] |f:0.1,5.6|. Procedure details: The pyridinium iodide is obtained by treating 2-(2-formamido-5-methoxyphenethyl)pyridine with methyl iodide according to the procedure described in Example 2c for 2-(o-formamidophenethyl)pyridine. Analytically pure 2-(2-formamido-5-methoxyphenethyl)-1-methylpyridinium iodide is obtained in a yield of 95% and has a melting point of 184°-186.5°C. (corr.).